Dataset: the Open Reaction Database (ORD), a public repository of structured organic reaction records. Task: describe an organic reaction: reactants, conditions, products, and yield Starting materials: CO, Nc1c(N2CCOCC2)cncc1[N+](=O)[O-]. Product: Nc1cncc(N2CCOCC2)c1N. As a reaction SMILES: [CH3:17][OH:18].[O:1]1[CH2:2][CH2:3][N:4]([c:7]2[cH:8][n:9][cH:10][c:11]([N+:14]([O-:15])=[O:16])[c:12]2[NH2:13])[CH2:5][CH2:6]1>>[O:1]1[CH2:2][CH2:3][N:4]([c:7]2[cH:8][n:9][cH:10][c:11]([NH2:14])[c:12]2[NH2:13])[CH2:5][CH2:6]1. The reactants are ClC1=CC(=CC=C1)C(=O)OO (metachloroperbenzoic acid), C(C)OC(CN(CP(=O)(OC1=CC=C(C=C1)Cl)OC1=CC=C(C=C1)Cl)C(=O)SCC1=CC=CC=C1)=O (ethyl-N-[(benzylthio)carbonyl]-N-[bis(4-chlorophenoxy)phosphinylmethyl]-glycinate). Solvent: C(Cl)Cl (methylene chloride). Conditions: temperature 0 celsius, time 1 hour. Yields the product C(C)OC(CN(CP(=O)(OC1=CC=C(C=C1)Cl)OC1=CC=C(C=C1)Cl)C(=O)S(=O)CC1=CC=CC=C1)=O (ethyl-N-[(benzylsulfinyl)carbonyl]-N-[bis(4-chlorophenoxy)phosphinylmethyl]-glycinate). Reaction SMILES: [CH2:1]([O:3][C:4](=[O:36])[CH2:5][N:6]([C:26]([S:28][CH2:29][C:30]1[CH:35]=[CH:34][CH:33]=[CH:32][CH:31]=1)=[O:27])[CH2:7][P:8]([O:18][C:19]1[CH:24]=[CH:23][C:22]([Cl:25])=[CH:21][CH:20]=1)([O:10][C:11]1[CH:16]=[CH:15][C:14]([Cl:17])=[CH:13][CH:12]=1)=[O:9])[CH3:2].ClC1C=CC=C(C(OO)=[O:45])C=1>C(Cl)Cl>[CH2:1]([O:3][C:4](=[O:36])[CH2:5][N:6]([C:26]([S:28]([CH2:29][C:30]1[CH:35]=[CH:34][CH:33]=[CH:32][CH:31]=1)=[O:45])=[O:27])[CH2:7][P:8]([O:10][C:11]1[CH:16]=[CH:15][C:14]([Cl:17])=[CH:13][CH:12]=1)([O:18][C:19]1[CH:24]=[CH:23][C:22]([Cl:25])=[CH:21][CH:20]=1)=[O:9])[CH3:2]. Reported procedure: To a solution of ethyl-N-[(benzylthio)carbonyl]-N-[bis(4-chlorophenoxy)phosphinylmethyl]-glycinate (3 g.; 0.0053 mol.) dissolved in 25 ml. of methylene chloride at 0° C. was added metachloroperbenzoic acid (1.1 g.; 0.0053 mol.). The reaction mixture was stirred for one hour at 0° C. The mixture was washed with 5% sodium hydroxide, dried and concentrated in vacuo to yield ethyl-N-[(benzylsulfinyl)carbonyl]-N-[bis(4-chlorophenoxy)phosphinylmethyl]-glycinate as a solid having a melting point of 121... Reactants: CC(=O)Nc1ccc(Sc2nc(Nc3cc(C)n[nH]3)c3ccc([N+](=O)[O-])cc3n2)cc1, CO, [H][H]. Yields the product CC(=O)Nc1ccc(Sc2nc(Nc3cc(C)n[nH]3)c3ccc(NO)cc3n2)cc1. As a reaction SMILES: [C:1]([CH3:2])(=[O:3])[NH:4][c:5]1[cH:6][cH:7][c:8]([S:11][c:12]2[n:13][c:14]3[cH:15][c:16]([N+:29](=[O:30])[O-:31])[cH:17][cH:18][c:19]3[c:20]([NH:22][c:23]3[nH:24][n:25][c:26]([CH3:28])[cH:27]3)[n:21]2)[cH:9][cH:10]1.[CH3:34][OH:35].[H:32][H:33]>>[C:1]([CH3:2])(=[O:3])[NH:4][c:5]1[cH:6][cH:7][c:8]([S:11][c:12]2[n:13][c:14]3[cH:15][c:16]([NH:29][OH:30])[cH:17][cH:18][c:19]3[c:20]([NH:22][c:23]3[nH:24][n:25][c:26]([CH3:28])[cH:27]3)[n:21]2)[cH:9][cH:10]1. Reactants: NC1=C(C=C(C=C1)O)[N+](=O)[O-] (4-amino-3-nitrophenol), CC(C)(C)[Si](C)(C)Cl (TBSCl), N1C=NC=C1 (imidazole). Run in C(C)(=O)OCC (ethyl acetate), CN(C)C=O (DMF). Run at time 8 hour. Product: [Si](C)(C)(C(C)(C)C)OC1=CC(=C(N)C=C1)[N+](=O)[O-] (4-((tert-butyldimethylsilyl)oxy)-2-nitroaniline). The yield is 106.0%. As a reaction SMILES: [NH2:1][C:2]1[CH:7]=[CH:6][C:5]([OH:8])=[CH:4][C:3]=1[N+:9]([O-:11])=[O:10].[CH3:12][C:13]([Si:16](Cl)([CH3:18])[CH3:17])([CH3:15])[CH3:14].N1C=CN=C1>CN(C=O)C.C(OCC)(=O)C>[Si:16]([O:8][C:5]1[CH:6]=[CH:7][C:2]([NH2:1])=[C:3]([N+:9]([O-:11])=[O:10])[CH:4]=1)([C:13]([CH3:15])([CH3:14])[CH3:12])([CH3:18])[CH3:17]. Reported procedure: To a solution of 4-amino-3-nitrophenol (1.0 g, 6.5 mmol) and TBSCl (1.32 g, 8.8 mmol) in DMF (10 mL) was added imidazole (0.88 g, 13.0 mmol) at room temperature. The mixture was stirred at room temperature overnight. The mixture was diluted with ethyl acetate (300 mL), and washed with brine (100 mL) and dried over anhydrous sodium sulfate and concentrated. The residue was purified by silica gel chromatography (eluted with PE:EtOAc 2:1) to obtain the title compound (1.85 g, 100%) as gray solid. 1... Reactants: C(O)([O-])=O.[Na+] (sodium hydrogencarbonate), C(=O)C1=CC=C(S1)C(=O)O (5-formyl-thiophene-2-carboxylic acid), Cl.C(C)N=C=NCCCN(C)C (1-ethyl-3-(3-dimethylaminopropyl)carbodiimide hydrochloride), FC(C=1C=C(C(=O)N2CO[C@@](C2)(C2=CC=C(C=C2)F)CCN2CCC3(CC2)[C@H](CC2=CC=CC=C23)OCC(=O)N(CCCNC)C)C=C(C1)C(F)(F)F)(F)F (2-{[(2S)-1′-{2-[(5R)-3-[3,5-Bis(trifluoromethyl)benzoyl]-5-(4-fluorophenyl)-1,3-oxazolidin-5-yl]ethyl}-2,3-dihydrospiro[indene-1,4′-piperidin]-2-yl]oxy}-N-methyl-N-[3-(methylamino)propyl]acetamide). The solvent is C(Cl)Cl (methylene chloride). Conditions: time 1.5 hour. Product: FC(C=1C=C(C(=O)N2CO[C@@](C2)(C2=CC=C(C=C2)F)CCN2CCC3(CC2)[C@H](CC2=CC=CC=C23)OCC(=O)N(CCCN(C(=O)C=2SC(=CC2)C=O)C)C)C=C(C1)C(F)(F)F)(F)F (N-{3-[({[(2S)-1′-{2-[(5R)-3-[3,5-Bis(trifluoromethyl)benzoyl]-5-(4-fluorophenyl)-1,3-oxazolidin-5-yl]ethyl}-2,3-dihydrospiro[indene-1,4′-piperidin]-2-yl]oxy}acetyl)(methyl)amino]propyl}-5-formyl-N-methylthiophene-2-carboxamide). The yield is 100.0%. Reaction SMILES: [F:1][C:2]([F:55])([F:54])[C:3]1[CH:4]=[C:5]([CH:47]=[C:48]([C:50]([F:53])([F:52])[F:51])[CH:49]=1)[C:6]([N:8]1[CH2:12][C@@:11]([CH2:20][CH2:21][N:22]2[CH2:27][CH2:26][C:25]3([C:35]4[C:30](=[CH:31][CH:32]=[CH:33][CH:34]=4)[CH2:29][C@@H:28]3[O:36][CH2:37][C:38]([N:40]([CH3:46])[CH2:41][CH2:42][CH2:43][NH:44][CH3:45])=[O:39])[CH2:24][CH2:23]2)([C:13]2[CH:18]=[CH:17][C:16]([F:19])=[CH:15][CH:14]=2)[O:10][CH2:9]1)=[O:7].[CH:56]([C:58]1[S:62][C:61]([C:63]([OH:65])=O)=[CH:60][CH:59]=1)=[O:57].Cl.C(N=C=NCCCN(C)C)C.C(=O)([O-])O.[Na+]>C(Cl)Cl>[F:53][C:50]([F:51])([F:52])[C:48]1[CH:47]=[C:5]([CH:4]=[C:3]([C:2]([F:1])([F:55])[F:54])[CH:49]=1)[C:6]([N:8]1[CH2:12][C@@:11]([CH2:20][CH2:21][N:22]2[CH2:23][CH2:24][C:25]3([C:35]4[C:30](=[CH:31][CH:32]=[CH:33][CH:34]=4)[CH2:29][C@@H:28]3[O:36][CH2:37][C:38]([N:40]([CH3:46])[CH2:41][CH2:42][CH2:43][N:44]([CH3:45])[C:63]([C:61]3[S:62][C:58]([CH:56]=[O:57])=[CH:59][CH:60]=3)=[O:65])=[O:39])[CH2:26][CH2:27]2)([C:13]2[CH:14]=[CH:15][C:16]([F:19])=[CH:17][CH:18]=2)[O:10][CH2:9]1)=[O:7] |f:2.3,4.5|. Procedure details: The compound (73 mg, 0.157 mmol) obtained in Example 1k was dissolved in methylene chloride (3 mL), 5-formyl-thiophene-2-carboxylic acid (40 mg, 0.257 mmol) and 1-ethyl-3-(3-dimethylaminopropyl)carbodiimide hydrochloride (89 mg, 0.464 mmol) were added, and the mixture was stirred at room temperature for 1.5 hours. A saturated aqueous sodium hydrogencarbonate solution was added, and then the mixture was extracted with ethyl acetate (×3) and dried with anhydrous sodium sulfate. The solvent was eva...